From a dataset of the Open Reaction Database (ORD), a public repository of structured organic reaction records. describe an organic reaction: reactants, conditions, products, and yield The reactants are I(=O)(=O)(=O)[O-].[Na+] (sodium periodate), I(=O)(=O)(=O)[O-].[Na+] (Sodium periodate), O (water), BrC1=CC=C(O1)C(CNC(=O)C1=NC=CC=C1)SC1=CC=CC=C1 (pyridine-2-carboxylic acid [2-(5-bromofuran-2-yl)-2-phenylsulfanylethyl]-amide), O (Water). The solvent is CO (methanol). Conditions: time 4.5 hour. Yields the product C1(=CC=CC=C1)S(=O)C(CNC(=O)C1=NC=CC=C1)C=1OC(=CC1)Br (Pyridine-2-carboxylic acid [2-benzenesulfinyl-2-(5-bromofuran-2-yl)ethyl]-amide). Reaction SMILES: I([O-])(=O)(=O)=O.[Na+].[OH2:7].[Br:8][C:9]1[O:13][C:12]([CH:14]([S:25][C:26]2[CH:31]=[CH:30][CH:29]=[CH:28][CH:27]=2)[CH2:15][NH:16][C:17]([C:19]2[CH:24]=[CH:23][CH:22]=[CH:21][N:20]=2)=[O:18])=[CH:11][CH:10]=1>CO>[C:26]1([S:25]([CH:14]([C:12]2[O:13][C:9]([Br:8])=[CH:10][CH:11]=2)[CH2:15][NH:16][C:17]([C:19]2[CH:24]=[CH:23][CH:22]=[CH:21][N:20]=2)=[O:18])=[O:7])[CH:27]=[CH:28][CH:29]=[CH:30][CH:31]=1 |f:0.1|. Procedure: Sodium periodate (57 mg, 0.2677 mmol) in a small amount of water was added to pyridine-2-carboxylic acid [2-(5-bromofuran-2-yl)-2-phenylsulfanylethyl]-amide (90 mg, 0.2231 mmol) in methanol (13 ml). After refluxing for 4 h another 57 mg (0.2677 mmol) of sodium periodate was added and refluxing was continued for 4.5 h. Water (30 ml) was added and the product was extracted into EtOAc. The organic phase was washed with water, dried with Na2SO4 and evaporated. The crude product was used as such in t...